This data is from the Open Reaction Database (ORD), a public repository of structured organic reaction records. The task is: describe an organic reaction: reactants, conditions, products, and yield Reactants: C(=O)=O (CO2), N1=CC(=CC=C1)C1=NO[C@@H](C1)C(=O)NC1=CC=C(C=C1)C(C1=CC=CC=C1)N(C(OC(C)(C)C)=O)C(=O)OC(C)(C)C (1,1-dimethylethyl (5S)-[[4-[[[4,5-dihydro-3-(3-pyridinyl)-5-isoxazolyl]carbonyl]amino]phenyl]phenylmethyl][(1,1-dimethylethoxy)carbonyl]carbamate), C(=O)(O)[O-].[Na+] (NaHCO3). Solvent: C(Cl)Cl (CH2Cl2). Conditions: time 48 hour. Yields the product NC(C1=CC=C(C=C1)NC(=O)C1CC(=NO1)C=1C=NC=CC1)C1=CC=CC=C1 ((±)-N-[4-(aminophenylmethyl) phenyl]-4,5-dihydro-3-(3-pyridinyl)-5-isoxazolecarboxamide). The yield is 28.8%. RXN SMILES: [N:1]1[CH:6]=[CH:5][CH:4]=[C:3]([C:7]2[CH2:11][C@@H:10]([C:12]([NH:14][C:15]3[CH:20]=[CH:19][C:18]([CH:21]([N:28](C(OC(C)(C)C)=O)C(=O)OC(C)(C)C)[C:22]4[CH:27]=[CH:26][CH:25]=[CH:24][CH:23]=4)=[CH:17][CH:16]=3)=[O:13])[O:9][N:8]=2)[CH:2]=1.C(=O)=O.C([O-])(O)=O.[Na+]>C(Cl)Cl>[NH2:28][CH:21]([C:22]1[CH:23]=[CH:24][CH:25]=[CH:26][CH:27]=1)[C:18]1[CH:17]=[CH:16][C:15]([NH:14][C:12]([CH:10]2[O:9][N:8]=[C:7]([C:3]3[CH:2]=[N:1][CH:6]=[CH:5][CH:4]=3)[CH2:11]2)=[O:13])=[CH:20][CH:19]=1 |f:2.3|. Reported procedure: ) (50 ml) was added dropwise to a solution of 1,1-dimethylethyl (5S)-[[4-[[[4,5-dihydro-3-(3-pyridinyl)-5-isoxazolyl]carbonyl]amino]phenyl]phenylmethyl][(1,1-dimethylethoxy)carbonyl]carbamate (0.0233 mol) in CH2Cl2 (500 ml), stirred at RT (CO2 gas evolution). The reaction mixture was stirred for 48 hours at RT. The reaction mixture was added dropwise to a saturated aqueous NaHCO3 solution, and this mixture was extracted with CH2Cl2. The separated organic layer was dried (MgSO4), filtered and the...